Dataset: the Open Reaction Database (ORD), a public repository of structured organic reaction records. Task: describe an organic reaction: reactants, conditions, products, and yield Run in CO (methanol). Reaction conditions: time 5 hour. Reaction SMILES: [C:1]([N:8]1[CH2:12][CH2:11][CH2:10][C@H:9]1[CH:13]=[CH:14][C:15]1[CH:20]=[CH:19][CH:18]=[CH:17][CH:16]=1)([O:3][C:4]([CH3:7])([CH3:6])[CH3:5])=[O:2]>CO.[Pd]>[C:1]([N:8]1[CH2:12][CH2:11][CH2:10][C@@H:9]1[CH2:13][CH2:14][C:15]1[CH:20]=[CH:19][CH:18]=[CH:17][CH:16]=1)([O:3][C:4]([CH3:7])([CH3:6])[CH3:5])=[O:2]. Reagents/catalysts: [Pd] (Pd/C). Reactants: C(=O)(OC(C)(C)C)N1[C@@H](CCC1)C=CC1=CC=CC=C1 ((S)-(+)-N-Boc-2-styrylpyrrolidine). Isolated yield 91.6%. Reported procedure: To a solution of (S)-(+)-N-Boc-2-styrylpyrrolidine (0.56 g, 2.1 mmol) in 10 mL of methanol was added a catalytic amount of 10% Pd/C. The mixture was hydrogenated on a Parr shaker at 50 psi for 5 h. The mixture was filtered and the solution was concentrated under reduced pressure to give the title compound as a light yellow oil (0.53 g, 95%). ES (+) MS m/e=276 (M+H). Product: C(=O)(OC(C)(C)C)N1[C@H](CCC1)CCC1=CC=CC=C1 ((S)-(+)-N-Boc-2-phenethylpyrrolidine). The reactants are C(C)N1C(SC2=C1C=CC(=C2)N2C(O[C@H](C2)C(=O)OCCCC)=O)=O (butyl (5R)-3-(2,3-dihydro-3-ethyl-2-oxo-6-benzothiazolyl)-2-oxo-5-oxazolidinecarboxylate), CN (methylamine). Solvent: CO (MeOH), CCOCC (Et2O). Conditions: time 1 hour. Product: CNC(=O)[C@H]1CN(C(O1)=O)C1=CC2=C(N(C(S2)=O)CC)C=C1 ((5R)-(−)-N-Methyl-3-(2,3-dihydro-3-ethyl-2-oxo-6-benzothiazolyl)-2-oxo-5-oxazolidinecarboxamide). Reaction SMILES: [CH2:1]([N:3]1[C:7]2[CH:8]=[CH:9][C:10]([N:12]3[CH2:16][C@H:15]([C:17]([O:19]CCCC)=O)[O:14][C:13]3=[O:24])=[CH:11][C:6]=2[S:5][C:4]1=[O:25])[CH3:2].[CH3:26][NH2:27]>CO.CCOCC>[CH3:26][NH:27][C:17]([C@@H:15]1[O:14][C:13](=[O:24])[N:12]([C:10]2[CH:9]=[CH:8][C:7]3[N:3]([CH2:1][CH3:2])[C:4](=[O:25])[S:5][C:6]=3[CH:11]=2)[CH2:16]1)=[O:19]. Procedure details: The butyl (5R)-3-(2,3-dihydro-3-ethyl-2-oxo-6-benzothiazolyl)-2-oxo-5-oxazolidinecarboxylate (EXAMPLE 30, Step 3, 300 mg, 0.823 mmol) is treated with 2N methylamine in MeOH (8.2 mL), and the mixture is stirred at ambient temperature for 1 h. The resulting slurry is diluted with Et2O (10 mL) and filtered to give the title compound, mp 227–229° C.; MS (ESI+) for C14H15N3O4S m/z 322 (M+H)+; [α]25D−43 (c 0.93, DMSO). Reactants: CN1C(=NC=C1)\C=N\S(=O)C(C)(C)C (2-methyl-propane-2-sulfinic acid 1-(1-methyl-1H-imidazol-2-yl)-meth-(E)-ylideneamide), C1CCOC1 (THF), C[Mg]Br (Methylmagnesium bromide), CCOCC (ether). Solvent: [NH4+].[Cl-] (NH4Cl). Run at temperature 0 celsius, time 2 hour. Yields the product CN1C(=NC=C1)C(C)NS(=O)C(C)(C)C (2-methyl-propane-2-sulfinic acid [1-(1-methyl-1H-imidazol-2-yl)-ethyl]-amide). Yield: 92.0%. RXN SMILES: [CH3:1][N:2]1[CH:6]=[CH:5][N:4]=[C:3]1/[CH:7]=[N:8]/[S:9]([C:11]([CH3:14])([CH3:13])[CH3:12])=[O:10].[CH2:15]1COCC1.C[Mg]Br.CCOCC>[NH4+].[Cl-]>[CH3:1][N:2]1[CH:6]=[CH:5][N:4]=[C:3]1[CH:7]([NH:8][S:9]([C:11]([CH3:14])([CH3:13])[CH3:12])=[O:10])[CH3:15] |f:4.5|. Reported procedure: In a 250 mL round-bottomed flask, 2-methyl-propane-2-sulfinic acid 1-(1-methyl-1H-imidazol-2-yl)-meth-(E)-ylideneamide (670 mg, 3.14 mmol) was combined with THF to give a colorless solution. Methylmagnesium bromide in ether (3.0 M, 5.24 ml, 15.7 mmol) was added at 0° C. The reaction was stirred at 0° C. for 2 h. The reaction mixture was diluted with sat aq. NH4Cl. The aqueous layer was back-extracted with dichloromethane (2×100 mL). The aqueous layer was back-extracted with EtOAc (1×125 mL). The...